This data is from the Open Reaction Database (ORD), a public repository of structured organic reaction records. The task is: describe an organic reaction: reactants, conditions, products, and yield Starting materials: C(C1=CC=CC=C1)OC(=O)NNC([C@H](CCCCC)CNC(=O)OCC1=CC=CC=C1)=O (N′-{(R)-2-[(Benzyloxyformylamino)methyl]heptanoyl]-hydrazinecarboxylic acid benzyl ester), CCO (EtOH). Reagents/catalysts: [Pd] (Pd/C). Conditions: time 5 hour. Yields the product N(N)C(=O)[C@@H](CN(C=O)O)CCCCC (N-[(R)-2-(Hydrazinocarbonyl)-heptyl]-N-hydroxy-formamide). Reaction SMILES: C(OC([NH:11][NH:12][C:13](=[O:32])[C@@H:14]([CH2:20][NH:21][C:22](OCC1C=CC=CC=1)=[O:23])[CH2:15][CH2:16][CH2:17][CH2:18][CH3:19])=O)C1C=CC=CC=1.CC[OH:35]>[Pd]>[NH:12]([C:13]([C@H:14]([CH2:15][CH2:16][CH2:17][CH2:18][CH3:19])[CH2:20][N:21]([OH:35])[CH:22]=[O:23])=[O:32])[NH2:11]. Procedure details: To a solution of N′-{(R)-2-[(Benzyloxyformylamino)methyl]heptanoyl]-hydrazinecarboxylic acid benzyl ester (1 mmol) in EtOH (10 mL) was added 10% Pd/C (50 mg). The mixture was subjected to hydrogenation for 5 hours at room temperature and then filtered through Celite. The filtrate was evaporated and purified by hplc to afford N-[(R)-2-(Hydrazinocarbonyl)-heptyl]-N-hydroxy-formamide as a glass. MH+218. Starting materials: BrCCCBr, N#CCc1ccc(Br)cc1, CS(C)=O, [H-], [Na+], O. Yields the product N#CC1(c2ccc(Br)cc2)CCC1. RXN SMILES: [Br:13][CH2:14][CH2:15][CH2:16][Br:17].[Br:3][c:4]1[cH:5][cH:6][c:7]([CH2:10][C:11]#[N:12])[cH:8][cH:9]1.[CH3:18][S:19]([CH3:20])=[O:21].[H-:1].[Na+:2].[OH2:22]>>[Br:3][c:4]1[cH:5][cH:6][c:7]([C:10]2([C:11]#[N:12])[CH2:14][CH2:15][CH2:16]2)[cH:8][cH:9]1. The reactants are CCc1cc(-c2cncc(C(=O)O)c2)c(C)[nH]c1=O, NCc1nccs1. Product: CCc1cc(-c2cncc(C(=O)NCc3nccs3)c2)c(C)[nH]c1=O. As a reaction SMILES: [CH2:1]([CH3:2])[c:3]1[cH:4][c:5](-[c:11]2[cH:12][n:13][cH:14][c:15]([C:17](=[O:18])[OH:19])[cH:16]2)[c:6]([CH3:10])[nH:7][c:8]1=[O:9].[s:20]1[c:21]([CH2:25][NH2:26])[n:22][cH:23][cH:24]1>>[CH2:1]([CH3:2])[c:3]1[cH:4][c:5](-[c:11]2[cH:12][n:13][cH:14][c:15]([C:17](=[O:19])[NH:26][CH2:25][c:21]3[s:20][cH:24][cH:23][n:22]3)[cH:16]2)[c:6]([CH3:10])[nH:7][c:8]1=[O:9]. Starting materials: OC1=C(C(=O)O)C=CC(=C1)OC (2-hydroxy-4-methoxybenzoic acid), S(=O)(Cl)Cl (thionyl chloride), FC1=C(C=CC(=C1)F)N (2,4-difluorobenzenamine). The solvent is O1CCCC1 (tetrahydrofuran), C1CCOC1 (THF). Product: FC1=C(C=CC(=C1)F)NC(C1=C(C=C(C=C1)OC)O)=O (N-(2,4-difluorophenyl)-2-hydroxy-4-methoxybenzamide). RXN SMILES: [OH:1][C:2]1[CH:10]=[C:9]([O:11][CH3:12])[CH:8]=[CH:7][C:3]=1[C:4]([OH:6])=O.S(Cl)(Cl)=O.[F:17][C:18]1[CH:23]=[C:22]([F:24])[CH:21]=[CH:20][C:19]=1[NH2:25]>O1CCCC1>[F:17][C:18]1[CH:23]=[C:22]([F:24])[CH:21]=[CH:20][C:19]=1[NH:25][C:4](=[O:6])[C:3]1[CH:7]=[CH:8][C:9]([O:11][CH3:12])=[CH:10][C:2]=1[OH:1]. Procedure: To a solution of 2-hydroxy-4-methoxybenzoic acid (1.68 g, 10 mmole) in tetrahydrofuran (40 mL) was added thionyl chloride (2.5 mL, 35 mmole) and refluxed 3 hr. The mixture was steamed (110° C.) by Dean-Stark. The residue was directly reacted with 2,4-difluorobenzenamine (1 mL, 10 mmole) in THF (40 mL) for 14 hr. The reaction mixture was concentrated and extracted with ethyl acetate, dried over anhydrous magnesium sulfate. Recrystallization of desired products from hot dichloromethane afforded th... Starting materials: CCO, CCOCC, CC(C)CCON=O, [Na+], [OH-], N#CCc1ccccc1. Yields the product N#CC(=NO)c1ccccc1. RXN SMILES: [CH2:20]([OH:21])[CH3:22].[CH3:23][CH2:24][O:25][CH2:26][CH3:27].[N:1](=[O:2])[O:3][CH2:4][CH2:5][CH:6]([CH3:7])[CH3:8].[Na+:19].[OH-:18].[c:9]1([CH2:15][C:16]#[N:17])[cH:10][cH:11][cH:12][cH:13][cH:14]1>>[N:1]([OH:2])=[C:15]([c:9]1[cH:10][cH:11][cH:12][cH:13][cH:14]1)[C:16]#[N:17]. Starting materials: O1C(CC(C1)=O)=O (2,4-furandione), CC1(CCCC1)NC(=O)N (1-methylcyclopentylurea). The product is CC1(CCCC1)NC(=O)NC=1COC(C1)=O (1-(1-methylcyclopentyl)-3-(2,5-dihydro-5-oxo-3-furyl)urea). Isolated yield 47.6%. RXN SMILES: [O:1]1[CH2:5][C:4](=O)[CH2:3][C:2]1=[O:7].[CH3:8][C:9]1([NH:14][C:15]([NH2:17])=[O:16])[CH2:13][CH2:12][CH2:11][CH2:10]1>>[CH3:8][C:9]1([NH:14][C:15]([NH:17][C:4]2[CH2:5][O:1][C:2](=[O:7])[CH:3]=2)=[O:16])[CH2:13][CH2:12][CH2:11][CH2:10]1. Procedure: Using the procedure described in Example 2 using 3 gm of 2,4-furandione and 4 g of 1-methylcyclopentylurea there is obtained 3 g of 1-(1-methylcyclopentyl)-3-(2,5-dihydro-5-oxo-3-furyl)urea, m.p. 170°C. (decomposition). Starting materials: COC(=O)C(Cc1cccc(OCc2ccccc2)c1)NC(=O)OC(C)(C)C, CCO. The product is COC(=O)C(Cc1cccc(O)c1)NC(=O)OC(C)(C)C. RXN SMILES: [CH3:1][O:2][C:3]([CH:4]([CH2:5][c:6]1[cH:7][c:8]([O:12][CH2:13][c:14]2[cH:15][cH:16][cH:17][cH:18][cH:19]2)[cH:9][cH:10][cH:11]1)[NH:20][C:21](=[O:22])[O:23][C:24]([CH3:25])([CH3:26])[CH3:27])=[O:28].[CH3:29][CH2:30][OH:31]>>[CH3:1][O:2][C:3]([CH:4]([CH2:5][c:6]1[cH:7][c:8]([OH:12])[cH:9][cH:10][cH:11]1)[NH:20][C:21](=[O:22])[O:23][C:24]([CH3:25])([CH3:26])[CH3:27])=[O:28]. The reactants are 5-[(5-gambogylaminopentyl)-thioureidyl]-fluorescein, CS(=O)C (DMSO), CS(=O)C (DMSO), C1CN(CCN1CCO)CCS(=O)(=O)O (Hepes), N[C@@H](CCC(N)=O)C(=O)O (L-glutamine), CC1([C@@H](N2[C@H](S1)[C@@H](C2=O)NC(=O)CC=3C=CC=CC3)C(=O)[O-])C.[K+].C[C@H]1[C@@]([C@H]([C@@H](O1)O[C@@H]2[C@H]([C@@H]([C@H]([C@@H]([C@H]2O)O)NC(=N)N)O)NC(=N)N)O[C@H]3[C@H]([C@@H]([C@H]([C@@H](O3)CO)O)O)NC)(C=O)O (penicillin streptomycin). Run at time 10 minute. Product: C1=CC2=C(C=C1N=C=S)C(=O)OC23C4=C(C=C(C=C4)O)OC5=C3C=CC(=C5)O (FITC). As a reaction SMILES: C1N(CCO)CCN(CCS(O)(=O)=O)C1.N[C@H:17]([C:23]([OH:25])=[O:24])[CH2:18][CH2:19][C:20](=O)N.[CH3:26][C:27]1(C)S[C@@H]2[C@H](NC(CC3C=CC=CC=3)=O)C(=O)[N:29]2[C@H:28]1[C:45]([O-])=O.[K+].[CH3:50][C@@H:51]1O[C@@H:54]([O:56][C@H:57]2[C@H:62](O)[C@@H:61](O)[C@H:60](NC(N)=N)[C@@H:59]([OH:69])[C@@H:58]2NC(N)=N)[C@H:53](O[C@@H]2O[C@@H](CO)[C@H](O)[C@@H](O)[C@@H]2NC)[C@@:52]1([OH:89])C=O.C[S:91]([CH3:93])=O>>[CH:27]1[C:28]([N:29]=[C:93]=[S:91])=[CH:45][C:17]2[C:23]([O:25][C:19]3([C:20]4[CH:50]=[CH:51][C:52]([OH:89])=[CH:53][C:54]=4[O:56][C:57]4[CH:58]=[C:59]([OH:69])[CH:60]=[CH:61][C:62]3=4)[C:18]=2[CH:26]=1)=[O:24] |f:2.3.4|. Reported procedure: Jurkat cells were grown in RPMI 1640 media containing 25 mM Hepes and L-glutamine (Gibco) supplemented with 10% FCS and penicillin/streptomycin and harvested by centrifugation (200×g, 10 minutes) when they reached a concentration of 1×106 cells/mL. 1×109 Jurkat cells were resuspended in 100 mL RPMI 1640 media with 0.5% FCS. Cells were then treated with either 1% DMSO or 5 μM 5-[(5-gambogylaminopentyl)-thioureidyl]-fluorescein (Example 10) in DMSO for 30 minutes at 37° C. Cells were washed one ti...